From a dataset of the Open Reaction Database (ORD), a public repository of structured organic reaction records. describe an organic reaction: reactants, conditions, products, and yield The reactants are CC=1N(C(=CC1)C)C1C=C[C@H](C1)C(=O)OCC1=CC=CC=C1 ((S)-benzyl 4-(2,5-dimethyl-1H-pyrrol-1-yl)cyclopent-2-enecarboxylate), lithium hexamethyl bis(trimethylsilyl)amide, BrCCCBr (1,3-dibromopropane). Run in O1CCCC1 (tetrahydrofuran). Run at temperature -20 celsius, time 1 hour. Product: BrCCC[C@@]1(C=C[C@H](C1)N1C(=CC=C1C)C)C(=O)OCC1=CC=CC=C1 ((1R,4S)-benzyl 1-(3-bromopropyl)-4-(2,5-dimethyl-1H-pyrrol-1-yl)cyclopent-2-enecarboxylate). As a reaction SMILES: [CH3:1][C:2]1[N:3]([CH:8]2[CH2:12][C@H:11]([C:13]([O:15][CH2:16][C:17]3[CH:22]=[CH:21][CH:20]=[CH:19][CH:18]=3)=[O:14])[CH:10]=[CH:9]2)[C:4]([CH3:7])=[CH:5][CH:6]=1.[Br:23][CH2:24][CH2:25][CH2:26]Br>O1CCCC1>[Br:23][CH2:24][CH2:25][CH2:26][C@@:11]1([C:13]([O:15][CH2:16][C:17]2[CH:22]=[CH:21][CH:20]=[CH:19][CH:18]=2)=[O:14])[CH2:12][C@H:8]([N:3]2[C:2]([CH3:1])=[CH:6][CH:5]=[C:4]2[CH3:7])[CH:9]=[CH:10]1. Procedure: To a solution of Example 48A (21.94 g, 74.4 mmol) in tetrahydrofuran (200 ml) was added dropwise lithium hexamethyl bis(trimethylsilyl)amide (1 M in tetrahydrofuran, 119 mL) at −50° C. The reaction mixture was stirred for 1 hour at the same temperature. 1,3-dibromopropane (150 g, 744 mmol) was added dropwise over 1 hour. The reaction mixture was allowed to warm to −20° C. and stirred at the same temperature for 1 hour. LCMS showed that the reaction was complete. The reaction mixture was quenched... The reactants are O (Water), C([O-])([O-])=O.[Na+].[Na+] (sodium carbonate), N[C@H](C(C(=O)OC(C)C)O)CC1=CC=CC=C1 (isopropyl (2RS,3S)-3-amino-2-hydroxy-4-phenylbutyrate), ClC(=O)OCC1=CC=CC=C1 (Benzyl chloroformate). Solvent: C(C)OCC (diethyl ether), C(C)(=O)OCC (Ethyl acetate). Conditions: time 2 hour. Product: C(C1=CC=CC=C1)OC(=O)N[C@H](C(C(=O)OC(C)C)O)CC1=CC=CC=C1 (Isopropyl (2RS,3S)-3-(benzyloxycarbonyl)amino-2-hydroxy-4-phenylbutyrate). Reaction SMILES: O.C(=O)([O-])[O-].[Na+].[Na+].[NH2:8][C@@H:9]([CH2:18][C:19]1[CH:24]=[CH:23][CH:22]=[CH:21][CH:20]=1)[CH:10]([OH:17])[C:11]([O:13][CH:14]([CH3:16])[CH3:15])=[O:12].Cl[C:26]([O:28][CH2:29][C:30]1[CH:35]=[CH:34][CH:33]=[CH:32][CH:31]=1)=[O:27]>C(OCC)C.C(OCC)(=O)C>[CH2:29]([O:28][C:26]([NH:8][C@@H:9]([CH2:18][C:19]1[CH:20]=[CH:21][CH:22]=[CH:23][CH:24]=1)[CH:10]([OH:17])[C:11]([O:13][CH:14]([CH3:15])[CH3:16])=[O:12])=[O:27])[C:30]1[CH:35]=[CH:34][CH:33]=[CH:32][CH:31]=1 |f:1.2.3|. Procedure details: Water (10 ml) and sodium carbonate (763 mg) are added to a solution of isopropyl (2RS,3S)-3-amino-2-hydroxy-4-phenylbutyrate (800 mg, Reference compound No. 4-1) in diethyl ether (10 ml). Benzyl chloroformate (691 mg) is added to the mixture, and the whole is stirred for two hours. Ethyl acetate is added to the reaction mixture, and the whole is washed with a saturated aqueous sodium hydrogencarbonate solution, water and saturated brine successively and dried over anhydrous magnesium sulfate. Th... The reactants are C1(=CC=C(C=C1)S(=O)(=O)Cl)C (p-toluenesulphonyl chloride), COC1=C(C=CC=C1)CCOCCO (2-[2-(2-methoxyphenyl)ethoxy]ethanol), N1=CC=CC=C1 (pyridine). The reagents and catalysts are CN(C1=CC=NC=C1)C (4-dimethylaminopyridine). Run in ClCCl (dichloromethane). Run at time 16 hour. Yields the product C=1(C(=CC=CC1)S(=O)(=O)OCCOCCC1=C(C=CC=C1)OC)C (2-[2-(2-Methoxyphenyl)ethoxy]ethyl toluenesulphonate), SiO2. Reaction SMILES: [CH3:1][O:2][C:3]1[CH:8]=[CH:7][CH:6]=[CH:5][C:4]=1[CH2:9][CH2:10][O:11][CH2:12][CH2:13][OH:14].N1C=CC=C[CH:16]=1.[C:21]1(C)[CH:26]=[CH:25][C:24]([S:27](Cl)(=[O:29])=[O:28])=[CH:23][CH:22]=1>ClCCl.CN(C)C1C=CN=CC=1>[C:23]1([CH3:16])[C:24]([S:27]([O:14][CH2:13][CH2:12][O:11][CH2:10][CH2:9][C:4]2[CH:5]=[CH:6][CH:7]=[CH:8][C:3]=2[O:2][CH3:1])(=[O:28])=[O:29])=[CH:25][CH:26]=[CH:21][CH:22]=1. Reported procedure: The solution of 7.50 g of 2-[2-(2-methoxyphenyl)ethoxy]ethanol in 75 ml of dichloromethane is admixed successively % with 8.5 ml of pyridine, 0.519 g of 4-dimethylaminopyridine and 9.10 g of p-toluenesulphonyl chloride, and stirred at room temperature over 16 hours. The reaction mixture is washed with brine (2×200 ml). The organic phase is dried with sodium sulphate, filtered and concentrated by evaporation. The title compound is obtained as a slightly yellowish oil from the residue by means of ... Reactants: N1=CC(=CC2=CC=CC=C12)C(=O)C1=CC(=C(C(=C1)[N+](=O)[O-])O)OC (4-hydroxy-3-methoxy-5-nitrophenyl (3-quinolinyl) ketone), Br (hydrobromic acid). Reaction conditions: time 3 hour. Product: Br.N1=CC(=CC2=CC=CC=C12)C(=O)C1=CC(=C(C(=C1)[N+](=O)[O-])O)O (3,4-dihydroxy-5-nitrophenyl (3-quinolinyl) ketone hydrobromide). Reaction SMILES: [N:1]1[C:10]2[C:5](=[CH:6][CH:7]=[CH:8][CH:9]=2)[CH:4]=[C:3]([C:11]([C:13]2[CH:18]=[C:17]([N+:19]([O-:21])=[O:20])[C:16]([OH:22])=[C:15]([O:23]C)[CH:14]=2)=[O:12])[CH:2]=1.[BrH:25]>>[BrH:25].[N:1]1[C:10]2[C:5](=[CH:6][CH:7]=[CH:8][CH:9]=2)[CH:4]=[C:3]([C:11]([C:13]2[CH:18]=[C:17]([N+:19]([O-:21])=[O:20])[C:16]([OH:22])=[C:15]([OH:23])[CH:14]=2)=[O:12])[CH:2]=1 |f:2.3|. Procedure: 820 mg of 4-hydroxy-3-methoxy-5-nitrophenyl (3-quinolinyl) ketone are treated with 50 ml of 48 percent hydrobromic acid and held at the reflux temperature for 3 hours. After distillation of the hydrobromic acid at 50°, the residue is treated with 70 ml of hot water and the insoluble constituent is filtered under suction. There is obtained 3,4-dihydroxy-5-nitrophenyl (3-quinolinyl) ketone hydrobromide in the form of yellow crystals of m.p. 270° (dec.). Starting materials: COc1cc(C(F)(F)F)cc(C(F)(F)F)c1C(=O)O, O=C(Cl)C(=O)Cl, ClCCl, CN(C)C=O. Yields the product COc1cc(C(F)(F)F)cc(C(F)(F)F)c1C(=O)Cl. Reaction SMILES: [CH3:1][O:2][c:3]1[c:4]([C:5](=[O:6])[OH:7])[c:8]([C:16]([F:17])([F:18])[F:19])[cH:9][c:10]([C:12]([F:13])([F:14])[F:15])[cH:11]1.[Cl:20][C:21]([C:22]([Cl:23])=[O:24])=[O:25].[Cl:31][CH2:32][Cl:33].[O:26]=[CH:27][N:28]([CH3:29])[CH3:30]>>[CH3:1][O:2][c:3]1[c:4]([C:5](=[O:6])[Cl:20])[c:8]([C:16]([F:17])([F:18])[F:19])[cH:9][c:10]([C:12]([F:13])([F:14])[F:15])[cH:11]1.